Dataset: the Open Reaction Database (ORD), a public repository of structured organic reaction records. Task: describe an organic reaction: reactants, conditions, products, and yield Reactants: CC(C)(C)[O-], CCOCC, CC(C)I, [K+], CN(C)C=O, O, CC(=O)c1cc[nH]c1. Product: CC(=O)c1ccn(C(C)C)c1. RXN SMILES: [CH3:1][C:2]([CH3:3])([CH3:4])[O-:5].[CH3:24][CH2:25][O:26][CH2:27][CH3:28].[I:20][CH:21]([CH3:22])[CH3:23].[K+:6].[O:15]=[CH:16][N:17]([CH3:18])[CH3:19].[OH2:29].[nH:7]1[cH:8][c:9]([C:12]([CH3:13])=[O:14])[cH:10][cH:11]1>>[CH3:1][CH:2]([CH3:3])[n:7]1[cH:8][c:9]([C:12]([CH3:13])=[O:14])[cH:10][cH:11]1. Reactants: O=C([O-])[O-], COc1ccc(N2CCN(c3ccc(N4C(=O)NC(C)(C)C4=O)cc3)CC2)cc1, CN(C)C=O, CC(=O)C(C)Cl, [K+], [K+], O. Product: COc1ccc(N2CCN(c3ccc(N4C(=O)N(C(C)C(C)=O)C(C)(C)C4=O)cc3)CC2)cc1. RXN SMILES: [C:36](=[O:37])([O-:38])[O-:39].[CH3:1][O:2][c:3]1[cH:4][cH:5][c:6]([N:9]2[CH2:10][CH2:11][N:12]([c:15]3[cH:16][cH:17][c:18]([N:21]4[C:22](=[O:29])[NH:23][C:24]([CH3:27])([CH3:28])[C:25]4=[O:26])[cH:19][cH:20]3)[CH2:13][CH2:14]2)[cH:7][cH:8]1.[CH3:42][N:43]([CH3:44])[CH:45]=[O:46].[Cl:30][CH:31]([C:32]([CH3:33])=[O:34])[CH3:35].[K+:40].[K+:41].[OH2:47]>>[CH3:1][O:2][c:3]1[cH:4][cH:5][c:6]([N:9]2[CH2:10][CH2:11][N:12]([c:15]3[cH:16][cH:17][c:18]([N:21]4[C:22](=[O:29])[N:23]([CH:31]([C:32]([CH3:33])=[O:34])[CH3:35])[C:24]([CH3:27])([CH3:28])[C:25]4=[O:26])[cH:19][cH:20]3)[CH2:13][CH2:14]2)[cH:7][cH:8]1. As a reaction SMILES: Br[C:2]1[CH:3]=[N:4][CH:5]=[C:6]([CH:11]=1)[C:7]([O:9][CH3:10])=[O:8].[CH3:12][C:13]1[CH:14]=[C:15](B(O)O)[CH:16]=[CH:17][C:18]=1[O:19][C:20]([F:23])([F:22])[F:21]>>[CH3:12][C:13]1[CH:14]=[C:15]([C:2]2[CH:11]=[C:6]([C:7]([O:9][CH3:10])=[O:8])[CH:5]=[N:4][CH:3]=2)[CH:16]=[CH:17][C:18]=1[O:19][C:20]([F:21])([F:22])[F:23]. Procedure: 2.7 g (12.5 mmol) of methyl 5-bromonicotinate and 3.3 g (15.0 mmol) of [3-methyl-4-(trifluoromethoxy)phenyl]boronic acid were reacted according to the General Method 1A. Yield: 3.1 g (80% of theory) Product: CC=1C=C(C=CC1OC(F)(F)F)C=1C=C(C=NC1)C(=O)OC (Methyl 5-[3-methyl-4-(trifluoromethoxy)phenyl]pyridine-3-carboxylate). Starting materials: BrC=1C=NC=C(C(=O)OC)C1 (methyl 5-bromonicotinate), CC=1C=C(C=CC1OC(F)(F)F)B(O)O ([3-methyl-4-(trifluoromethoxy)phenyl]boronic acid). Reactants: O=C([O-])[O-], CCOC(C)=O, ClC(Cl)Cl, [Cs+], [Cs+], Cn1ccc(NC(=O)c2cc(O)cc(OC(CF)CF)c2)n1, O=C(O)C(F)(F)F, O=C(c1ccc(Br)cn1)N1CCC1, C=C(CF)Oc1cc(Oc2ccc(C(=O)N3CCC3)nc2)cc(C(=O)Nc2ccn(C)n2)c1, O. The product is Cn1ccc(NC(=O)c2cc(Oc3ccc(C(=O)N4CCC4)nc3)cc(OC(CF)CF)c2)n1. RXN SMILES: [C:36](=[O:37])([O-:38])[O-:39].[CH3:87][CH2:88][O:89][C:90](=[O:91])[CH3:92].[CH:82]([Cl:83])([Cl:84])[Cl:85].[Cs+:40].[Cs+:41].[F:1][CH2:2][CH:3]([CH2:4][F:5])[O:6][c:7]1[cH:8][c:9]([C:10](=[O:11])[NH:12][c:13]2[n:14][n:15]([CH3:18])[cH:16][cH:17]2)[cH:19][c:20]([OH:22])[cH:21]1.[F:75][C:76]([F:77])([F:78])[C:79]([OH:80])=[O:81].[N:23]1([C:27](=[O:28])[c:29]2[n:30][cH:31][c:32]([Br:35])[cH:33][cH:34]2)[CH2:24][CH2:25][CH2:26]1.[N:42]1([C:43]([c:44]2[n:45][cH:46][c:47]([O:48][c:49]3[cH:50][c:51]([C:60]([NH:61][c:62]4[cH:63][cH:64][n:65]([CH3:66])[n:67]4)=[O:68])[cH:52][c:53]([O:54][C:55]([CH2:56][F:57])=[CH2:58])[cH:59]3)[cH:69][cH:70]2)=[O:71])[CH2:72][CH2:73][CH2:74]1.[OH2:86]>>[F:1][CH2:2][CH:3]([CH2:4][F:5])[O:6][c:7]1[cH:8][c:9]([C:10](=[O:11])[NH:12][c:13]2[n:14][n:15]([CH3:18])[cH:16][cH:17]2)[cH:19][c:20]([O:22][c:32]2[cH:31][n:30][c:29]([C:27]([N:23]3[CH2:24][CH2:25][CH2:26]3)=[O:28])[cH:34][cH:33]2)[cH:21]1. Starting materials: COC(COC1=C2CCCC2=C(C=C1)S)=O ((7-Mercapto-indan-4-yloxy)-acetic acid methyl ester), ClCC1(CC=C(C=C1)OCC1=CC=CC=C1)F (4-chloromethyl-(4-fluoro-benzyloxy-benzene)), OCC1=CC=C(C=C1)O (4-hydroxymethyl-phenol), BrCC1=CC=C(C=C1)F (1-bromomethyl-4-fluoro-benzene), ClCC1(CC=C(C=C1)OCC1=CC=CC=C1)C(F)(F)F (4-Chloromethyl-(4-trifluoromethyl-benzyloxy-benzene)). Product: FCC1=CC=C(COC2=CC=C(CSC=3C=CC(=C4CCCC34)OCC(=O)O)C=C2)C=C1 ({7-[4-(4-Fluoromethyl-benzyloxy)-benzylsulfanyl]-indan-4-yloxy}-acetic acid). RXN SMILES: C[O:2][C:3](=[O:16])[CH2:4][O:5][C:6]1[CH:14]=[CH:13][C:12]([SH:15])=[C:11]2[C:7]=1[CH2:8][CH2:9][CH2:10]2.Cl[CH2:18][C:19]1(F)[CH:24]=[CH:23][C:22]([O:25][CH2:26][C:27]2[CH:32]=[CH:31][CH:30]=[CH:29][CH:28]=2)=[CH:21][CH2:20]1.OCC1C=CC(O)=CC=1.BrCC1C=C[C:48]([F:51])=CC=1.ClCC1(C(F)(F)F)C=CC(OCC2C=CC=CC=2)=CC1>>[F:51][CH2:48][C:30]1[CH:31]=[CH:32][C:27]([CH2:26][O:25][C:22]2[CH:23]=[CH:24][C:19]([CH2:18][S:15][C:12]3[CH:13]=[CH:14][C:6]([O:5][CH2:4][C:3]([OH:2])=[O:16])=[C:7]4[C:11]=3[CH2:10][CH2:9][CH2:8]4)=[CH:20][CH:21]=2)=[CH:28][CH:29]=1. Reported procedure: The title compound was prepared in the manner analogous to Example 1F using 12C and 4-chloromethyl-(4-fluoro-benzyloxy-benzene), prepared from 4-hydroxymethyl-phenol and 1-bromomethyl-4-fluoro-benzene in a manner analagous to Examples 14A and 14B. MS m/z 453 (M+1). Starting materials: [Al+3], COc1cccc(-c2cccnc2C(=O)Cl)c1, [Cl-], [Cl-], [Cl-], ClCCl. Product: COc1ccc2c(c1)-c1cccnc1C2=O. As a reaction SMILES: [Al+3:2].[CH3:5][O:6][c:7]1[cH:8][c:9](-[c:13]2[c:14]([C:19](=[O:20])[Cl:21])[n:15][cH:16][cH:17][cH:18]2)[cH:10][cH:11][cH:12]1.[Cl-:1].[Cl-:3].[Cl-:4].[Cl:22][CH2:23][Cl:24]>>[CH3:5][O:6][c:7]1[cH:8][c:9]2[c:10]([cH:11][cH:12]1)[C:19](=[O:20])[c:14]1[c:13]-2[cH:18][cH:17][cH:16][n:15]1. The reactants are C(C)(C)(C)OC(=O)N1CC2=C(CC1)OC=C2 (6,7-dihydro-4H-furo[3,2-c]pyridine-5-carboxylic acid tert-butyl ester), Cl (hydrochloric acid). Run in CO (methanol). Conditions: time 5.5 hour. The product is Cl.O1C=CC=2CNCCC21 (4,5,6,7-tetrahydrofuro[3,2-c]pyridine hydrochloride). The yield is 100.0%. As a reaction SMILES: C(OC([N:8]1[CH2:13][CH2:12][C:11]2[O:14][CH:15]=[CH:16][C:10]=2[CH2:9]1)=O)(C)(C)C.[ClH:17]>CO>[ClH:17].[O:14]1[C:11]2[CH2:12][CH2:13][NH:8][CH2:9][C:10]=2[CH:16]=[CH:15]1 |f:3.4|. Procedure: To 6,7-dihydro-4H-furo[3,2-c]pyridine-5-carboxylic acid tert-butyl ester (0.56 g, 2.51 mmol) in methanol (50 mL) was added concentrated hydrochloric acid solution (37%, 1.4 mL). The mixture stirred at room temperature for 5.5 hours, monitored by TLC. The methanol was evaporated under reduced pressure to yield 4,5,6,7-tetrahydrofuro[3,2-c]pyridine hydrochloride (0.5 g, 100% yield) as a yellow powder. 1H NMR (Field: 300 MHz, Solvent: CD3OD/TMS) δ (ppm): 7.47 (s, 1H), 6.42 (s, 1H), 4.20 (s, 2H), 3....